This data is from the Open Reaction Database (ORD), a public repository of structured organic reaction records. The task is: describe an organic reaction: reactants, conditions, products, and yield The reactants are Br[Bi](Br)Br, C#CCOC(OCC#C)c1ccc(Cl)cc1, C[Si](C)(C)C#N, ClCCl, Cl. Yields the product C#CCOC(C#N)c1ccc(Cl)cc1. Reaction SMILES: [Bi:7]([Br:8])([Br:9])[Br:10].[CH2:11]([C:12]#[CH:13])[O:14][CH:15]([c:16]1[cH:17][cH:18][c:19]([Cl:22])[cH:20][cH:21]1)[O:23][CH2:24][C:25]#[CH:26].[CH3:1][Si:2]([CH3:3])([CH3:4])[C:5]#[N:6].[Cl:28][CH2:29][Cl:30].[ClH:27]>>[C:5](#[N:6])[CH:15]([O:14][CH2:11][C:12]#[CH:13])[c:16]1[cH:17][cH:18][c:19]([Cl:22])[cH:20][cH:21]1. Reactants: COc1ccc(CNC(=O)CBr)cc1, O=C([O-])[O-], COC(=O)c1ccc(S(=O)(=O)Nc2cccc(Cl)c2C)cc1, [K+], [K+], CN(C)C=O, O. Product: COC(=O)c1ccc(S(=O)(=O)N(CC(=O)NCc2ccc(OC)cc2)c2cccc(Cl)c2C)cc1. RXN SMILES: [Br:23][CH2:24][C:25](=[O:26])[NH:27][CH2:28][c:29]1[cH:30][cH:31][c:32]([O:35][CH3:36])[cH:33][cH:34]1.[C:37](=[O:38])([O-:39])[O-:40].[Cl:1][c:2]1[c:3]([CH3:22])[c:4]([NH:8][S:9](=[O:10])(=[O:11])[c:12]2[cH:13][cH:14][c:15]([C:16](=[O:17])[O:18][CH3:19])[cH:20][cH:21]2)[cH:5][cH:6][cH:7]1.[K+:41].[K+:42].[O:44]=[CH:45][N:46]([CH3:47])[CH3:48].[OH2:43]>>[Cl:1][c:2]1[c:3]([CH3:22])[c:4]([N:8]([S:9](=[O:10])(=[O:11])[c:12]2[cH:13][cH:14][c:15]([C:16](=[O:17])[O:18][CH3:19])[cH:20][cH:21]2)[CH2:24][C:25](=[O:26])[NH:27][CH2:28][c:29]2[cH:30][cH:31][c:32]([O:35][CH3:36])[cH:33][cH:34]2)[cH:5][cH:6][cH:7]1. Starting materials: [Cl-], FC(F)(F)C(Cl)(Cl)Cl, C=C(C)c1cc(Cl)cc(Cl)c1, NC1CCCCC1. Yields the product CC(Cl)(CC(Cl)(Cl)C(F)(F)F)c1cc(Cl)cc(Cl)c1. RXN SMILES: [Cl-:20].[Cl:12][C:13]([C:14]([F:15])([F:16])[F:17])([Cl:18])[Cl:19].[Cl:1][c:2]1[cH:3][c:4]([C:5](=[CH2:6])[CH3:7])[cH:8][c:9]([Cl:11])[cH:10]1.[NH2:21][CH:22]1[CH2:23][CH2:24][CH2:25][CH2:26][CH2:27]1>>[Cl:1][c:2]1[cH:3][c:4]([C:5]([CH2:6][C:13]([Cl:12])([C:14]([F:15])([F:16])[F:17])[Cl:18])([CH3:7])[Cl:20])[cH:8][c:9]([Cl:11])[cH:10]1. Starting materials: [N+](=O)([O-])C1=CC=C(C=C1)[O-].[Na+] (sodium p-nitrophenolate), CN(C(=O)N)N=O (N-methyl,N-nitrosourea). The solvent is COCCOC (1,2-dimethoxyethane). Conditions: temperature 0 celsius, time 6 hour. Yields the product [N+](=O)([O-])C1=CC=C(C=C1)OC (p-nitroanisole). The yield is 91.4%. Reaction SMILES: [N+:1]([C:4]1[CH:9]=[CH:8][C:7]([O-:10])=[CH:6][CH:5]=1)([O-:3])=[O:2].[Na+].[CH3:12]N(N=O)C(N)=O>COCCOC>[N+:1]([C:4]1[CH:9]=[CH:8][C:7]([O:10][CH3:12])=[CH:6][CH:5]=1)([O-:3])=[O:2] |f:0.1|. Procedure: 0.80 grams (5 millimoles) of anhydrous sodium p-nitrophenolate and 0.52 grams (5 millimoles) of N-methyl,N-nitrosourea were added to 25 milliliters of 1,2-dimethoxyethane kept dry with molecular sieves and a drying tube. This mixture was maintained at 0° C. for one hour and then elevated to room temperature for six hours while constant stirring was maintained. Solvent was evaporated and the residue treated simultaneously with ether and water. This mixture was shaken and the aqueous layer was rem... Starting materials: [H-], CC(C)I, Ic1ccc2cn[nH]c2c1, C1=N[NH2+]c2ccccc21, [Na+], CN(C)C=O. Yields the product CC(C)n1ncc2ccc(I)cc21. As a reaction SMILES: [H-:1].[I:13][CH:14]([CH3:15])[CH3:16].[I:3][c:4]1[cH:5][cH:6][c:7]2[cH:8][n:9][nH:10][c:11]2[cH:12]1.[NH2+:17]1[c:18]2[c:19]([cH:20][cH:21][cH:22][cH:23]2)[CH:24]=[N:25]1.[Na+:2].[O:26]=[CH:27][N:28]([CH3:29])[CH3:30]>>[I:3][c:4]1[cH:5][cH:6][c:7]2[cH:8][n:9][n:10]([CH:14]([CH3:15])[CH3:16])[c:11]2[cH:12]1. Starting materials: O=C(c1ncc[nH]1)c1ncc[nH]1, O=C=O, O=C(O)C12CC3CC(CC1C3)C2, COc1ccccc1N1CCN(CCCO)CC1, ClC(Cl)Cl. Product: COc1ccccc1N1CCN(CCCOC(=O)C23CC4CC(CC2C4)C3)CC1. As a reaction SMILES: [C:13]([c:14]1[nH:15][cH:16][cH:17][n:18]1)([c:19]1[nH:20][cH:21][cH:22][n:23]1)=[O:24].[C:25](=[O:26])=[O:27].[CH2:1]1[CH:2]2[CH2:3][C:4]3([C:10](=[O:11])[OH:12])[CH2:5][CH:6]([CH2:7][CH:8]13)[CH2:9]2.[CH3:28][O:29][c:30]1[c:31]([N:36]2[CH2:37][CH2:38][N:39]([CH2:42][CH2:43][CH2:44][OH:45])[CH2:40][CH2:41]2)[cH:32][cH:33][cH:34][cH:35]1.[CH:46]([Cl:47])([Cl:48])[Cl:49]>>[CH2:1]1[CH:2]2[CH2:3][C:4]3([C:10]([O:11][CH2:44][CH2:43][CH2:42][N:39]4[CH2:38][CH2:37][N:36]([c:31]5[c:30]([O:29][CH3:28])[cH:35][cH:34][cH:33][cH:32]5)[CH2:41][CH2:40]4)=[O:12])[CH2:5][CH:6]([CH2:7][CH:8]13)[CH2:9]2. Reactants: CS(=O)(=O)Cl (Methanesulfonyl chloride), ClC1=CC=C(CNC(=O)C2=CN(C3=CC=C(C=C3C2=O)CO)C)C=C1 (N-(4-chlorobenzyl)-6-(hydroxymethyl)-1-methyl-4-oxo-1,4-dihydro-3-quinolinecarboxamide), ClC1=CC=C(CNC(=O)C2=CN(C3=CC=C(C=C3C2=O)CO)C)C=C1 (N-(4-Chlorobenzyl)-6-(hydroxymethyl)-1-methyl-4-oxo-1,4-dihydro-3-quinolinecarboxamide), N1=C(C=C(C=C1C)C)C (collidine), N1CCOCC1 (Morpholine). The reagents and catalysts are CN(C)C=1C=CN=CC1 (DMAP). The solvent is CN(C)C=O (DMF). Conditions: time 2.5 hour. The product is ClC1=CC=C(CNC(=O)C2=CN(C3=CC=C(C=C3C2=O)CN2CCOCC2)C)C=C1 (N-(4-Chlorobenzyl)-1-methyl-6-(4-morpholinylmethyl)-4-oxo-1,4-dihydro-3-quinolinecarboxamide). Isolated yield 42.0%. RXN SMILES: [Cl:1][C:2]1[CH:25]=[CH:24][C:5]([CH2:6][NH:7][C:8]([C:10]2[C:19](=[O:20])[C:18]3[C:13](=[CH:14][CH:15]=[C:16]([CH2:21]O)[CH:17]=3)[N:12]([CH3:23])[CH:11]=2)=[O:9])=[CH:4][CH:3]=1.N1C(C)=CC(C)=CC=1C.CS(Cl)(=O)=O.[NH:40]1[CH2:45][CH2:44][O:43][CH2:42][CH2:41]1>CN(C1C=CN=CC=1)C.CN(C=O)C>[Cl:1][C:2]1[CH:25]=[CH:24][C:5]([CH2:6][NH:7][C:8]([C:10]2[C:19](=[O:20])[C:18]3[C:13](=[CH:14][CH:15]=[C:16]([CH2:21][N:40]4[CH2:45][CH2:44][O:43][CH2:42][CH2:41]4)[CH:17]=3)[N:12]([CH3:23])[CH:11]=2)=[O:9])=[CH:4][CH:3]=1. Procedure: A solution of N-(4-chlorobenzyl)-6-(hydroxymethyl)-1-methyl-4-oxo-1,4-dihydro-3-quinolinecarboxamide from the product of Example 2 (140 mg), collidine (0.061 mL), and DMAP (8.1 mg) in 6.7 mL anhydrous DMF is cooled to 0° C. Methanesulfonyl chloride (0.12 mL) is added dropwise. The reaction is stirred at room temperature for approx. 2-3 hrs. Morpholine (0.34 mL) is added. The product is precipitated by addition of H2O. The crude product is adsorbed onto silica and chromatographed eluting with 2% ... The product is CNS(=O)(=O)c1cc2c(cc1Br)CCN2. Reactants: CNS(=O)(=O)c1cc2c(cc1Br)CCN2C(C)=O, Cl, C1COCCO1. As a reaction SMILES: [Br:1][c:2]1[cH:3][c:4]2[c:8]([cH:9][c:10]1[S:11]([NH:12][CH3:13])(=[O:14])=[O:15])[N:7]([C:16](=[O:17])[CH3:18])[CH2:6][CH2:5]2.[ClH:19].[O:20]1[CH2:21][CH2:22][O:23][CH2:24][CH2:25]1>>[Br:1][c:2]1[cH:3][c:4]2[c:8]([cH:9][c:10]1[S:11]([NH:12][CH3:13])(=[O:14])=[O:15])[NH:7][CH2:6][CH2:5]2.